This data is from the Open Reaction Database (ORD), a public repository of structured organic reaction records. The task is: describe an organic reaction: reactants, conditions, products, and yield Starting materials: C(C(=O)Cl)(=O)Cl (oxalyl chloride), N1=CC(=CC=C1)C=CC(=O)O (3-(pyridin-3-yl)acrylic acid), CN(C)C=O (DMF). Run in C(Cl)Cl (DCM). Reported procedure: To a suspension of 3-(pyridin-3-yl)acrylic acid (1.03 g, 6.9 mmol) in DCM (25 ml) is added oxalyl chloride (2 M in DCM, 17.25 mL, 34.5 mmol) dropwise. With stir, 100 uL of DMF is added and the mixture is stirred at RT for 30 min then heat at reflux for 3 h. The solvent is removed under vacuum and ether is added (40 mL). The suspension is stirred at RT for 30 min then filtered. The solid is washed with ether (20 mL) and dried under vacuum to give the tilted compound as a white solid. (1.22 g, 87%... Product: Cl.N1=CC(=CC=C1)C=CC(=O)Cl (3-(pyridin-3-yl)acryloyl chloride hydrochloride). RXN SMILES: [N:1]1[CH:6]=[CH:5][CH:4]=[C:3]([CH:7]=[CH:8][C:9]([OH:11])=O)[CH:2]=1.C(Cl)(=O)C([Cl:15])=O.CN(C=O)C>C(Cl)Cl>[ClH:15].[N:1]1[CH:6]=[CH:5][CH:4]=[C:3]([CH:7]=[CH:8][C:9]([Cl:15])=[O:11])[CH:2]=1 |f:4.5|. The product is ClC1=CC=C(CN2CCN(CCC2)CCCNC(=O)NC2CCCCC2)C=C1 (1-{3-[4-(4-chlorobenzyl)homopiperazin-1-yl]propyl}-3-cyclohexylurea). Starting materials: NCCCN1CCN(CCC1)CC1=CC=C(C=C1)Cl (1-(3-aminopropyl)-4-(4-chlorobenzyl)-homopiperazine), C1(CCCCC1)N=C=O (cyclohexyl isocyanate). Reported procedure: A solution of 1-(3-aminopropyl)-4-(4-chlorobenzyl)-homopiperazine (2.16 g; 7.7 mmole) in methylene chloride (30 ml) was stirred at room temperature with cyclohexyl isocyanate (1.05 g; 8.5 mmole) for one hour. The reaction mixture was concentrated under reduced pressure to an oil which was chromatographed on silica gel (methylene chloride/methanol/ammonium hydroxide: 97/2.5/0.5) to yield 1-{3-[4-(4-chlorobenzyl)homopiperazin-1-yl]propyl}-3-cyclohexylurea as a colorless oil. This oil was dissolved... As a reaction SMILES: [NH2:1][CH2:2][CH2:3][CH2:4][N:5]1[CH2:11][CH2:10][CH2:9][N:8]([CH2:12][C:13]2[CH:18]=[CH:17][C:16]([Cl:19])=[CH:15][CH:14]=2)[CH2:7][CH2:6]1.[CH:20]1([N:26]=[C:27]=[O:28])[CH2:25][CH2:24][CH2:23][CH2:22][CH2:21]1>C(Cl)Cl>[Cl:19][C:16]1[CH:15]=[CH:14][C:13]([CH2:12][N:8]2[CH2:9][CH2:10][CH2:11][N:5]([CH2:4][CH2:3][CH2:2][NH:1][C:27]([NH:26][CH:20]3[CH2:25][CH2:24][CH2:23][CH2:22][CH2:21]3)=[O:28])[CH2:6][CH2:7]2)=[CH:18][CH:17]=1. Solvent: C(Cl)Cl (methylene chloride).